From a dataset of the Open Reaction Database (ORD), a public repository of structured organic reaction records. describe an organic reaction: reactants, conditions, products, and yield The reactants are C(C#CC)OC1=CC=C(C=C1)S(=O)(=O)NC(C(=O)OC)CO (methyl 2-({[4-(2-butynyloxy)phenyl]sulfonyl}amino)-3-hydroxypropanoate), C1(=CC=CC=C1)P(C1=CC=CC=C1)C1=CC=CC=C1 (triphenylphosphine), CCOC(=O)/N=N/C(=O)OCC (diethylazodicarboxylate). Solvent: C1CCOC1 (THF). Run at time 8 hour. Yields the product C(C#CC)OC1=CC=C(C=C1)S(=O)(=O)N1C(C1)C(=O)OC ({[4-(2-butynyloxy)phenyl]sulfonyl}-2-aziridinecarboxylic acid, methyl ester). The yield is 58.0%. As a reaction SMILES: [CH2:1]([O:5][C:6]1[CH:11]=[CH:10][C:9]([S:12]([NH:15][CH:16]([CH2:21]O)[C:17]([O:19][CH3:20])=[O:18])(=[O:14])=[O:13])=[CH:8][CH:7]=1)[C:2]#[C:3][CH3:4].C1(P(C2C=CC=CC=2)C2C=CC=CC=2)C=CC=CC=1.CCOC(/N=N/C(OCC)=O)=O>C1COCC1>[CH2:1]([O:5][C:6]1[CH:11]=[CH:10][C:9]([S:12]([N:15]2[CH2:21][CH:16]2[C:17]([O:19][CH3:20])=[O:18])(=[O:14])=[O:13])=[CH:8][CH:7]=1)[C:2]#[C:3][CH3:4]. Reported procedure: To a THF solution (10 mL) of methyl 2-({[4-(2-butynyloxy)phenyl]sulfonyl}amino)-3-hydroxypropanoate (0.33 g, 1 mmol) and triphenylphosphine (0.32 g, 1.2 mmol), diethylazodicarboxylate (0.19 mL, 1.2 mmol) was added dropwise. The mixture was stirred at room temperature overnight. After removing the solvent, the residue was extracted with ether. The organic layer was washed with 1N NaHCO3, water and brine, dried over sodium sulfate, filtered and concentrated. The residue was purified by column chro... The reactants are C1CCOC1, CCCCCC, COB(OC)OC, C#C[Si](C)(C)C, [Li]CCCC. Yields the product COBOC, C#C[Si](C)(C)C. As a reaction SMILES: [CH2:25]1[O:26][CH2:27][CH2:28][CH2:29]1.[CH3:12][CH2:13][CH2:14][CH2:15][CH2:16][CH3:17].[CH3:18][O:19][B:20]([O:21][CH3:22])[O:23][CH3:24].[CH3:1][Si:2]([CH3:3])([CH3:4])[C:5]#[CH:6].[CH3:7][CH2:8][CH2:9][CH2:10][Li:11]>>[CH3:18][O:19][BH:20][O:21][CH3:22].[CH3:1][Si:2]([CH3:3])([CH3:4])[C:5]#[CH:6]. Starting materials: CCCP(=O)(O)O, CCc1cc2[nH]cc(C(=O)O)c(=O)n2c1, CC1CCCO1, CC(C)(C)c1cc(C(C)(C)C)c(O)cc1N, c1ccncc1. Yields the product CCc1cc2[nH]cc(C(=O)Nc3cc(O)c(C(C)(C)C)cc3C(C)(C)C)c(=O)n2c1. As a reaction SMILES: [CH2:16]([P:17]([OH:18])(=[O:19])[OH:20])[CH2:21][CH3:22].[CH2:1]([CH3:2])[c:3]1[cH:4][c:5]2[n:6]([c:7](=[O:14])[c:8]([C:11](=[O:12])[OH:13])[cH:9][nH:10]2)[cH:15]1.[CH3:45][CH:46]1[CH2:47][CH2:48][CH2:49][O:50]1.[NH2:29][c:30]1[c:31]([C:41]([CH3:42])([CH3:43])[CH3:44])[cH:32][c:33]([C:37]([CH3:38])([CH3:39])[CH3:40])[c:34]([OH:36])[cH:35]1.[cH:23]1[cH:24][cH:25][n:26][cH:27][cH:28]1>>[CH2:1]([CH3:2])[c:3]1[cH:4][c:5]2[n:6]([c:7](=[O:14])[c:8]([C:11](=[O:13])[NH:29][c:30]3[c:31]([C:41]([CH3:42])([CH3:43])[CH3:44])[cH:32][c:33]([C:37]([CH3:38])([CH3:39])[CH3:40])[c:34]([OH:36])[cH:35]3)[cH:9][nH:10]2)[cH:15]1.